Dataset: the Open Reaction Database (ORD), a public repository of structured organic reaction records. Task: describe an organic reaction: reactants, conditions, products, and yield The reactants are Cl.N(N)C1=NC=CC(=C1)C#N (2-hydrazinylpyridine-4-carbonitrile hydrochloride salt), CN(/C=C/C(=O)C1=CC(=CC=C1)F)C ((2E)-3-(dimethylamino)-1-(3-fluorophenyl)prop-2-en-1-one). The product is FC=1C=C(C=CC1)C1=CC=NN1C1=NC=CC(=C1)C#N (2-[5-(3-fluorophenyl)-1H-pyrazol-1-yl]pyridine-4-carbonitrile). Isolated yield 98.0%. As a reaction SMILES: Cl.[NH:2]([C:4]1[CH:9]=[C:8]([C:10]#[N:11])[CH:7]=[CH:6][N:5]=1)[NH2:3].CN(C)/[CH:14]=[CH:15]/[C:16]([C:18]1[CH:23]=[CH:22][CH:21]=[C:20]([F:24])[CH:19]=1)=O>>[F:24][C:20]1[CH:19]=[C:18]([C:16]2[N:2]([C:4]3[CH:9]=[C:8]([C:10]#[N:11])[CH:7]=[CH:6][N:5]=3)[N:3]=[CH:14][CH:15]=2)[CH:23]=[CH:22][CH:21]=1 |f:0.1|. Procedure: The title compound was prepared in 98% yield from 2-hydrazinylpyridine-4-carbonitrile hydrochloride salt (PREPARATION 3) and (2E)-3-(dimethylamino)-1-(3-fluorophenyl)prop-2-en-1-one according to the procedure for the preparation of Example 12, part B. 1H NMR (400 MHz, CDCl3): δ 6.53 (1H, d, J=1.6 Hz), 6.99-7.10 (3H, m), 7.29-7.35 (1H, m), 7.38-7.40 (1H, m), 7.78 (1H, d, J=2.0 Hz), 8.05 (1H, s), 8.38 (1H, d, J=4.8 Hz). Starting materials: C[Si](N[Si](C)(C)C)(C)C (1,1,1,3,3,3-hexamethyldisilazane), C(CCC)[Li].CCCCCC (butyllithium hexane), C(C)#N (acetonitrile), C(C)(C)C1CC=2C(=C3C(=NC2)OCC3)C1=O (7-isopropyl-1,2,6,7-tetrahydro-8H-cyclopenta[d]furo[2,3-b]pyridin-8-one). Solvent: [Cl-].[NH4+] (ammonium chloride), O1CCCC1 (tetrahydrofuran), O1CCCC1 (tetrahydrofuran), O1CCCC1 (tetrahydrofuran). Run at time 15 minute. Product: OC1(C(CC=2C1=C1C(=NC2)OCC1)C(C)C)CC#N ((8-hydroxy-7-isopropyl-1,6,7,8-tetrahydro-2H-cyclopenta[d]furo[2,3-b]pyridin-8-yl)acetonitrile). The yield is 83.5%. As a reaction SMILES: C[Si](C)(C)N[Si](C)(C)C.C([Li])CCC.CCCCCC.[C:21](#[N:23])[CH3:22].[CH:24]([CH:27]1[C:38](=[O:39])[C:30]2=[C:31]3[CH2:37][CH2:36][O:35][C:32]3=[N:33][CH:34]=[C:29]2[CH2:28]1)([CH3:26])[CH3:25]>O1CCCC1.[Cl-].[NH4+]>[OH:39][C:38]1([CH2:22][C:21]#[N:23])[C:30]2=[C:31]3[CH2:37][CH2:36][O:35][C:32]3=[N:33][CH:34]=[C:29]2[CH2:28][CH:27]1[CH:24]([CH3:26])[CH3:25] |f:1.2,6.7|. Procedure: To a solution of 1,1,1,3,3,3-hexamethyldisilazane (684 mg, 4.24 mmol) in tetrahydrofuran (3 mL) was added 1.6M butyllithium/hexane solution (2.65 mL, 4.24 mmol) at −78° C., and the mixture was stirred for 15 min. A solution of acetonitrile (234 μL, 4.45 mmol) in tetrahydrofuran (1 mL) was added thereto, and the mixture was stirred for 30 min. Then, a solution of 7-isopropyl-1,2,6,7-tetrahydro-8H-cyclopenta[d]furo[2,3-b]pyridin-8-one (460 mg, 2.12 mmol) in tetrahydrofuran (6 mL) was added. After ... Reactants: CN1C2CCC1CN(Cc1ccccc1)C2, CO, [H][H]. Yields the product CN1C2CCC1CNC2. As a reaction SMILES: [CH2:1]([c:2]1[cH:3][cH:4][cH:5][cH:6][cH:7]1)[N:8]1[CH2:9][CH:10]2[CH2:11][CH2:12][CH:13]([CH2:14]1)[N:15]2[CH3:16].[CH3:19][OH:20].[H:17][H:18]>>[NH:8]1[CH2:9][CH:10]2[CH2:11][CH2:12][CH:13]([CH2:14]1)[N:15]2[CH3:16]. Reactants: COc1ccc2c(Cl)nc(Nc3cc(C)[nH]n3)cc2c1, OB(O)c1ccccc1F. Product: COc1ccc2c(-c3ccccc3F)nc(Nc3cc(C)[nH]n3)cc2c1. As a reaction SMILES: [Cl:1][c:2]1[n:3][c:4]([NH:14][c:15]2[n:16][nH:17][c:18]([CH3:20])[cH:19]2)[cH:5][c:6]2[cH:7][c:8]([O:12][CH3:13])[cH:9][cH:10][c:11]12.[F:21][c:22]1[c:23]([B:28]([OH:29])[OH:30])[cH:24][cH:25][cH:26][cH:27]1>>[c:2]1(-[c:23]2[c:22]([F:21])[cH:27][cH:26][cH:25][cH:24]2)[n:3][c:4]([NH:14][c:15]2[n:16][nH:17][c:18]([CH3:20])[cH:19]2)[cH:5][c:6]2[cH:7][c:8]([O:12][CH3:13])[cH:9][cH:10][c:11]12. Starting materials: CS(=O)(=O)c1ccc(S(=O)(=O)Cl)cc1, CCOC(C)=O, CC(C)CCn1c(=O)c(C2=NS(=O)(=O)c3cc(N)ccc3N2)c(O)c2cccnc21, c1ccncc1. As a reaction SMILES: [CH3:31][S:32](=[O:33])(=[O:34])[c:35]1[cH:36][cH:37][c:38]([S:41](=[O:42])(=[O:43])[Cl:44])[cH:39][cH:40]1.[CH3:51][CH2:52][O:53][C:54](=[O:55])[CH3:56].[NH2:1][c:2]1[cH:3][c:4]2[c:5]([cH:29][cH:30]1)[NH:6][C:7]([c:12]1[c:13](=[O:28])[n:14]([CH2:23][CH2:24][CH:25]([CH3:26])[CH3:27])[c:15]3[n:16][cH:17][cH:18][cH:19][c:20]3[c:21]1[OH:22])=[N:8][S:9]2(=[O:10])=[O:11].[cH:45]1[cH:46][cH:47][n:48][cH:49][cH:50]1>>[NH:1]([c:2]1[cH:3][c:4]2[c:5]([cH:29][cH:30]1)[NH:6][C:7]([c:12]1[c:13](=[O:28])[n:14]([CH2:23][CH2:24][CH:25]([CH3:26])[CH3:27])[c:15]3[n:16][cH:17][cH:18][cH:19][c:20]3[c:21]1[OH:22])=[N:8][S:9]2(=[O:10])=[O:11])[S:41]([c:38]1[cH:37][cH:36][c:35]([S:32]([CH3:31])(=[O:33])=[O:34])[cH:40][cH:39]1)(=[O:42])=[O:43]. The product is CC(C)CCn1c(=O)c(C2=NS(=O)(=O)c3cc(NS(=O)(=O)c4ccc(S(C)(=O)=O)cc4)ccc3N2)c(O)c2cccnc21. The reactants are N[C@@H]1[C@@H](CCCC1)NC1=NC=C(C(=N1)NC1=CC=C(C=C1)C1=CC=NO1)C(=O)N (2-((1R,2S)-2-aminocyclohexylamino)-4-(4-(isoxazol-5-yl)phenylamino)pyrimidine-5-carboxamide), O1C=NC(=C1)C=1C=C(N)C=CC1 (3-(oxazol-4-yl)aniline). The product is N[C@@H]1[C@@H](CCCC1)NC1=NC=C(C(=N1)NC1=CC(=CC=C1)C=1N=COC1)C(=O)N (2-((1R,2S)-2-aminocyclohexylamino)-4-(3-(oxazol-4-yl)phenylamino) pyrimidine-5-carboxamide). RXN SMILES: [NH2:1][C@H:2]1[CH2:7][CH2:6][CH2:5][CH2:4][C@H:3]1[NH:8][C:9]1[N:14]=[C:13]([NH:15][C:16]2[CH:21]=[CH:20][C:19](C3ON=CC=3)=[CH:18][CH:17]=2)[C:12]([C:27]([NH2:29])=[O:28])=[CH:11][N:10]=1.[O:30]1[CH:34]=[C:33](C2C=C(C=CC=2)N)[N:32]=[CH:31]1>>[NH2:1][C@H:2]1[CH2:7][CH2:6][CH2:5][CH2:4][C@H:3]1[NH:8][C:9]1[N:14]=[C:13]([NH:15][C:16]2[CH:17]=[CH:18][CH:19]=[C:20]([C:33]3[N:32]=[CH:31][O:30][CH:34]=3)[CH:21]=2)[C:12]([C:27]([NH2:29])=[O:28])=[CH:11][N:10]=1. Procedure: This compound was synthesised using the synthetic scheme described for the synthesis of compound 122, and using 3-(oxazol-4-yl)aniline in step 1. MS: 394.28 (M+H).